From a dataset of the Open Reaction Database (ORD), a public repository of structured organic reaction records. describe an organic reaction: reactants, conditions, products, and yield Starting materials: Cc1cc(C(F)(F)F)[nH]n1, CCOC(C)=O, ClCCl, O=C(OI(OC(=O)C(F)(F)F)c1ccccc1)C(F)(F)F, I. The product is Cc1n[nH]c(C(F)(F)F)c1I. RXN SMILES: [CH3:1][c:2]1[n:3][nH:4][c:5]([C:7]([F:8])([F:9])[F:10])[cH:6]1.[CH3:33][CH2:34][O:35][C:36]([CH3:37])=[O:38].[Cl:39][CH2:40][Cl:41].[F:11][C:12]([F:13])([F:14])[C:15]([O:17][I:16]([c:18]1[cH:19][cH:20][cH:21][cH:22][cH:23]1)[O:24][C:25](=[O:26])[C:27]([F:28])([F:29])[F:30])=[O:31].[I:32]>>[CH3:1][c:2]1[n:3][nH:4][c:5]([C:7]([F:8])([F:9])[F:10])[c:6]1[I:16]. The reactants are C(C1=CC=CC=C1)N(C)CCC1=CNC2=CC=C(C=C12)CC1NC(N(C1=O)CC1=CC(=CC=C1)C(NC)=O)=O (N-Benzyl-N-methyl-2-{5-[1-(3-methylcarbamoylbenzyl)-2,5-dioxoimidazolidin-4-ylmethyl]-1H-indol-3-yl}ethylamine). The reagents and catalysts are [Pd] (Pd/C). The solvent is C(C)O (ethanol). Reaction conditions: time 6 hour. The product is CNCCC1=CNC2=CC=C(C=C12)CC1NC(N(C1=O)CC1=CC(=CC=C1)C(=O)NC)=O ((±)-N-Methyl-2-{5-[1-(3-methylaminocarbonylbenzyl)-2,5-dioxoimidazolidin-4-ylmethyl]-1H-indol-3-yl}ethylamine). Isolated yield 40.9%. As a reaction SMILES: [CH2:1]([N:8]([CH2:10][CH2:11][C:12]1[C:20]2[C:15](=[CH:16][CH:17]=[C:18]([CH2:21][CH:22]3[C:26](=[O:27])[N:25]([CH2:28][C:29]4[CH:34]=[CH:33][CH:32]=[C:31]([C:35](=[O:38])[NH:36][CH3:37])[CH:30]=4)[C:24](=[O:39])[NH:23]3)[CH:19]=2)[NH:14][CH:13]=1)C)C1C=CC=CC=1>C(O)C.[Pd]>[CH3:1][NH:8][CH2:10][CH2:11][C:12]1[C:20]2[C:15](=[CH:16][CH:17]=[C:18]([CH2:21][CH:22]3[C:26](=[O:27])[N:25]([CH2:28][C:29]4[CH:34]=[CH:33][CH:32]=[C:31]([C:35]([NH:36][CH3:37])=[O:38])[CH:30]=4)[C:24](=[O:39])[NH:23]3)[CH:19]=2)[NH:14][CH:13]=1. Procedure: A mixture of the product from step (b) (257 mg) and 10% Pd/C (110 mg) in ethanol (16 ml) was hydrogenated at room temperature and atmospheric pressure for 6 hours (uptake 12 ml). The mixture was filtered through celite, the residue washed with ethanol and the filtrate evaporated in vacuo to give a colourless oil which was flash chromatographed through a silica column using DCM/ethanol/ammonia (50:8:1 v/v/v) to give the desired product as a colourless oil (87 mg). The reactants are C(C)(C)(C)OC(=O)N1C[C@H](N[C@H](C1)C)C (cis-3,5-dimethylpiperazine-1-carboxylic acid tert-butyl ester), C([O-])(O)=O.[Na+] (sodium bicarbonate), ClCCl (dichloromethane), N#CBr (cyanogen bromide). Yields the product Cl.C[C@@H]1N([C@@H](CNC1)C)C#N (Cis-2,6-Dimethyl-Piperazine-1-Carbonitrile Hydrochloride). Reaction SMILES: C(OC([N:8]1[CH2:13][C@H:12]([CH3:14])[NH:11][C@H:10]([CH3:15])[CH2:9]1)=O)(C)(C)C.C(=O)(O)[O-].[Na+].[N:21]#[C:22]Br.[Cl:24]CCl>>[ClH:24].[CH3:15][C@H:10]1[CH2:9][NH:8][CH2:13][C@@H:12]([CH3:14])[N:11]1[C:22]#[N:21] |f:1.2,5.6|. Reported procedure: 4.00 g of cis-3,5-dimethylpiperazine-1-carboxylic acid tert-butyl ester (prepared according to the method E. Jon Jacobson et. al. J. Med. Chemistry. 1999, Vol. 42, 1123-144) in 91 mL of dichloromethane was treated with sodium bicarbonate (4.7 g) followed by addition of cyanogen bromide (7.5 mL). The reaction mixture was heated at reflux overnight, was filtered, and was purified by column chromatography (0 to 50% ethyl acetate/hexanes) to afford 3.9 g of the title compound as a white solid. 1H NM... Starting materials: NC1=C(C(=O)O)C=CC=C1N (2,3-diaminobenzoic acid), Cl (hydrogen chloride), C(O)([O-])=O.[Na+] (sodium hydrogen carbonate). Solvent: CO (methanol), O (water). The product is NC1=C(C(=O)OC)C=CC=C1N (methyl 2,3-diaminobenzoate). Reaction SMILES: [NH2:1][C:2]1[C:10]([NH2:11])=[CH:9][CH:8]=[CH:7][C:3]=1[C:4]([OH:6])=[O:5].Cl.[C:13](=O)([O-])O.[Na+]>CO.O>[NH2:1][C:2]1[C:10]([NH2:11])=[CH:9][CH:8]=[CH:7][C:3]=1[C:4]([O:6][CH3:13])=[O:5] |f:2.3|. Procedure details: A solution of 2,3-diaminobenzoic acid (0.2 g, 1.32 mmol) in methanol (40 ml) was saturated with hydrogen chloride as described above, and the mixture was subsequently heated under reflux for 2 hours. The solid residue obtained on evaporation of the solvent was dissolved in water, and the solution was adjusted to pH 7.0 with sodium hydrogen carbonate. After extraction with ethyl acetate (2×30 ml), the combined organic layers were dried (MgSO4), and the solvent was removed to give methyl 2,3-diami...